This data is from the Open Reaction Database (ORD), a public repository of structured organic reaction records. The task is: describe an organic reaction: reactants, conditions, products, and yield Reactants: CN1CCNCC1, O=C(O)c1ccc([N+](=O)[O-])cc1. The product is CN1CCN(C(=O)c2ccc([N+](=O)[O-])cc2)CC1. As a reaction SMILES: [CH3:13][N:14]1[CH2:15][CH2:16][NH:17][CH2:18][CH2:19]1.[N+:1](=[O:2])([O-:3])[c:4]1[cH:5][cH:6][c:7]([C:8](=[O:9])[OH:10])[cH:11][cH:12]1>>[N+:1](=[O:2])([O-:3])[c:4]1[cH:5][cH:6][c:7]([C:8](=[O:10])[N:17]2[CH2:16][CH2:15][N:14]([CH3:13])[CH2:19][CH2:18]2)[cH:11][cH:12]1. The reactants are C(C)(C)(C)[C@@H]1CC(N1)=O (4(S)-tert-butylazetidine-2-one), C1(=CC=CC=C1)[C@@H](CC)N=C=O (1(R)-phenylpropyl isocyanate). Product: C1(=CC=CC=C1)[C@@H](CC)NC(=O)N1C(C[C@H]1C(C)(C)C)=O (4(S)-tert-butyl-2-oxoazetidine-1-carboxylic acid (1(R)-phenylpropyl)amide). RXN SMILES: [C:1]([C@H:5]1[NH:8][C:7](=[O:9])[CH2:6]1)([CH3:4])([CH3:3])[CH3:2].[C:10]1([C@H:16]([N:19]=[C:20]=[O:21])[CH2:17][CH3:18])[CH:15]=[CH:14][CH:13]=[CH:12][CH:11]=1>>[C:10]1([C@H:16]([NH:19][C:20]([N:8]2[C@H:5]([C:1]([CH3:4])([CH3:3])[CH3:2])[CH2:6][C:7]2=[O:9])=[O:21])[CH2:17][CH3:18])[CH:15]=[CH:14][CH:13]=[CH:12][CH:11]=1. Reported procedure: Following the same procedure as in example 1, step F, but using 4(S)-tert-butylazetidine-2-one as starting material and 1(R)-phenylpropyl isocyanate as reactant, 4(S)-tert-butyl-2-oxoazetidine-1-carboxylic acid (1(R)-phenylpropyl)amide was obtained as a waxy solid.